Dataset: the Open Reaction Database (ORD), a public repository of structured organic reaction records. Task: describe an organic reaction: reactants, conditions, products, and yield Starting materials: N(C1=CC=CC=C1)CC(=O)OC1(CCCCC1)C (1-methylcyclohexyl 2-anilinoacetate), CC=1C=C(C=CC1)NC(NCC(=O)O)=O (2-[3-(3-methylphenyl)ureido]acetic acid), S(=O)(Cl)Cl (thionyl chloride). Yields the product CC=1C=C(C=CC1)NC(NCC(=O)N(C1=CC=CC=C1)CC(=O)OC1(CCCCC1)C)=O (1-methylcyclohexyl 2-{2-[3-(3-methylphenyl)ureido]-N-phenylacetamido}acetate). Yield: 11.4%. RXN SMILES: [NH:1]([CH2:8][C:9]([O:11][C:12]1([CH3:18])[CH2:17][CH2:16][CH2:15][CH2:14][CH2:13]1)=[O:10])[C:2]1[CH:7]=[CH:6][CH:5]=[CH:4][CH:3]=1.[CH3:19][C:20]1[CH:21]=[C:22]([NH:26][C:27](=[O:33])[NH:28][CH2:29][C:30](O)=[O:31])[CH:23]=[CH:24][CH:25]=1.S(Cl)(Cl)=O>>[CH3:19][C:20]1[CH:21]=[C:22]([NH:26][C:27](=[O:33])[NH:28][CH2:29][C:30]([N:1]([CH2:8][C:9]([O:11][C:12]2([CH3:18])[CH2:17][CH2:16][CH2:15][CH2:14][CH2:13]2)=[O:10])[C:2]2[CH:7]=[CH:6][CH:5]=[CH:4][CH:3]=2)=[O:31])[CH:23]=[CH:24][CH:25]=1. Procedure: The procedure is carried out in a manner analogous to that described in Example 1, but using 3.0 g of 1-methylcyclohexyl 2-anilinoacetate, 2.5 g of 2-[3-(3-methylphenyl)ureido]acetic acid and 0.9 cm3 of thionyl chloride as starting materials. The product obtained is purified by chromatography on 40 g of silica (0.063-0.200 mm) contained in a column 1.5 cm in diameter [eluent: cyclohexane/ethyl acetate (70/30 by volume)], collecting 20-cm3 fractions. Fractions 3 to 8 are combined and concentrated... Product: CN(C)CCCNc1nccc2c(Br)cccc12. The reactants are Clc1nccc2c(Br)cccc12, CN(C)CCCN, ClCCl, O, c1ccncc1. As a reaction SMILES: [Br:1][c:2]1[c:3]2[cH:4][cH:5][n:6][c:7]([Cl:12])[c:8]2[cH:9][cH:10][cH:11]1.[CH3:13][N:14]([CH3:15])[CH2:16][CH2:17][CH2:18][NH2:19].[Cl:26][CH2:27][Cl:28].[OH2:29].[cH:20]1[cH:21][cH:22][n:23][cH:24][cH:25]1>>[Br:1][c:2]1[c:3]2[cH:4][cH:5][n:6][c:7]([NH:19][CH2:18][CH2:17][CH2:16][N:14]([CH3:13])[CH3:15])[c:8]2[cH:9][cH:10][cH:11]1. Reactants: solution, C[Mg]Br (methylmagnesium bromide), [Cl-].[NH4+] (ammonium chloride), C(C)(C)(C)C1=C(C=C(C=C1)C(=O)OC)NC(CC(CCCCC)C1=C(C=C(C=C1)C=O)OC)=O (N-(2-t-butyl-5-methoxycarbonylphenyl)-3-(4-formyl-2-methoxyphenyl)octanamide), C(C)(=O)OCC (ethyl acetate). Run in O1CCCC1 (tetrahydrofuran), O1CCCC1 (tetrahydrofuran), CCCCCC (hexane). Run at time 5 minute. Product: C(C)(C)(C)C1=C(C=C(C=C1)C(=O)O)NC(CC(CCCCC)C1=C(C=C(C=C1)C(C)=O)OC)=O (N-(2-t-Butyl-5-carboxyphenyl)-3-(4-acetyl-2-methoxyphenyl)octanamide). Isolated yield 86.0%. As a reaction SMILES: [C:1]([C:5]1[CH:10]=[CH:9][C:8]([C:11]([O:13]C)=[O:12])=[CH:7][C:6]=1[NH:15][C:16](=[O:34])[CH2:17][CH:18]([C:24]1[CH:29]=[CH:28][C:27]([CH:30]=[O:31])=[CH:26][C:25]=1[O:32][CH3:33])[CH2:19][CH2:20][CH2:21][CH2:22][CH3:23])([CH3:4])([CH3:3])[CH3:2].[CH3:35][Mg]Br.[Cl-].[NH4+].C(OCC)(=O)C>O1CCCC1.CCCCCC>[C:1]([C:5]1[CH:10]=[CH:9][C:8]([C:11]([OH:13])=[O:12])=[CH:7][C:6]=1[NH:15][C:16](=[O:34])[CH2:17][CH:18]([C:24]1[CH:29]=[CH:28][C:27]([C:30](=[O:31])[CH3:35])=[CH:26][C:25]=1[O:32][CH3:33])[CH2:19][CH2:20][CH2:21][CH2:22][CH3:23])([CH3:3])([CH3:2])[CH3:4] |f:2.3|. Procedure details: A solution of 537 mg (1.15 mmol) of N-(2-t-butyl-5-methoxycarbonylphenyl)-3-(4-formyl-2-methoxyphenyl)octanamide (prepared as described in Preparation 63A) in 10 ml of tetrahydrofuran was cooled to -78° C., and 4.1 ml (3.9 mmol) of a 0.95M solution of methylmagnesium bromide in tetrahydrofuran were added dropwise thereto over a period of 5 minutes. The reaction mixture was stirred at the same temperature for 1 hour and then at 0° C. for 90 minutes, after which a saturated aqueous solution of amm... Starting materials: N1CCC(CC1)C1OC2=C(CN3C1=CC=C3)C=CC=C2 (11-(piperidin-4-yl)-5H,11H-pyrrolo[2,1-c][1,4]benzoxazepine), C(=O)([O-])[O-].[K+].[K+] (K2CO3), COC1=C(CCCl)C=CC=C1OC (2,3-dimethoxyphenethyl chloride). Solvent: C(C)(=O)OCCCC (n-butyl acetate). Yields the product C(\C=C\C(=O)O)(=O)O.COC1=C(C=CC=C1OC)CCN1CCC(CC1)C1OC2=C(CN3C1=CC=C3)C=CC=C2 (11-{1-[2-(2,3-Dimethoxyphenyl)ethyl]piperidin-4-yl}-5H,11H-pyrrolo[2,1-c][1,4]benzoxazepine fumarate). The yield is 182.3%. As a reaction SMILES: [NH:1]1[CH2:6][CH2:5][CH:4]([CH:7]2[C:13]3=[CH:14][CH:15]=[CH:16][N:12]3[CH2:11][C:10]3[CH:17]=[CH:18][CH:19]=[CH:20][C:9]=3[O:8]2)[CH2:3][CH2:2]1.[C:21]([O-:24])([O-:23])=O.[K+].[K+].[CH3:27][O:28][C:29]1[C:37]([O:38][CH3:39])=[CH:36][CH:35]=[CH:34][C:30]=1[CH2:31][CH2:32]Cl>C(OCCCC)(=O)C>[C:7]([OH:28])(=[O:8])/[CH:13]=[CH:14]/[C:21]([OH:24])=[O:23].[CH3:27][O:28][C:29]1[C:37]([O:38][CH3:39])=[CH:36][CH:35]=[CH:34][C:30]=1[CH2:31][CH2:32][N:1]1[CH2:2][CH2:3][CH:4]([CH:7]2[C:13]3=[CH:14][CH:15]=[CH:16][N:12]3[CH2:11][C:10]3[CH:17]=[CH:18][CH:19]=[CH:20][C:9]=3[O:8]2)[CH2:5][CH2:6]1 |f:1.2.3,6.7|. Reported procedure: A mixture of 11-(piperidin-4-yl)-5H,11H-pyrrolo[2,1-c][1,4]benzoxazepine (2.93 g, 0.011 mole), K2CO3 (10 g), KI (0.1 g) and 2,3-dimethoxyphenethyl chloride (2.45 g, 0.012 mole) in 100 ml of n-butyl acetate was heated at reflux for 50 hours. The mixture was then filtered and concentrated to give 5.5 g of an oil. Reactants: C([O-])(O)=O.[Na+] (sodium bicarbonate), C(C1=CC=CC=C1)N1CC2=C(N=C(N=C2OCCCOC)C2=C(C=CC=C2C)C)CC1 (6-benzyl-2-(2,6-dimethylphenyl)-4-(3-methoxypropoxy)-5,6,7,8-tetrahydropyrido[4,3-d]pyrimidine), C(C)(=O)O (acetic acid), [H][H] (hydrogen). The reagents and catalysts are [OH-].[OH-].[Pd+2] (Pd(OH)2/C). The solvent is C1CCOC1 (THF), O (water), ClCCl (dichloromethane). Reaction conditions: time 5 hour. The product is CC1=C(C(=CC=C1)C)C=1N=C(C2=C(N1)CCNC2)OCCCOC (2-(2,6-dimethylphenyl)-4-(3-methoxypropoxy)-5,6,7,8-tetrahydropyrido[4,3-d]pyrimidine). As a reaction SMILES: C([N:8]1[CH2:31][CH2:30][C:11]2[N:12]=[C:13]([C:22]3[C:27]([CH3:28])=[CH:26][CH:25]=[CH:24][C:23]=3[CH3:29])[N:14]=[C:15]([O:16][CH2:17][CH2:18][CH2:19][O:20][CH3:21])[C:10]=2[CH2:9]1)C1C=CC=CC=1.C(O)(=O)C.[H][H].C(=O)(O)[O-].[Na+]>C1COCC1.ClCCl.[OH-].[OH-].[Pd+2].O>[CH3:28][C:27]1[CH:26]=[CH:25][CH:24]=[C:23]([CH3:29])[C:22]=1[C:13]1[N:14]=[C:15]([O:16][CH2:17][CH2:18][CH2:19][O:20][CH3:21])[C:10]2[CH2:9][NH:8][CH2:31][CH2:30][C:11]=2[N:12]=1 |f:3.4,7.8.9|. Procedure details: To a solution of 6-benzyl-2-(2,6-dimethylphenyl)-4-(3-methoxypropoxy)-5,6,7,8-tetrahydropyrido[4,3-d]pyrimidine (170 mg, 0.41 mmol) in THF (3.5 mL) was added water (0.5 mL) and acetic acid (0.070 mL, 1.22 mmol). The reaction mixture was placed under argon and then charged with 20 mol % Pd(OH)2/C (50% wet, 114 mg, 0.081 mmol). The atmosphere was then replaced with hydrogen gas via a balloon and was permitted to stir for 5 hours. The mixture was then neutralized with saturated aqueous sodium bicar... Starting materials: FC(CNN)(F)F (2,2,2-trifluoroethylhydrazine), C(=O)(C(F)(F)F)O (TFA), CN(C=CC(=O)C1=NN(C=C(C1=O)OC)C1=C(C=C(C=C1)N1N=CC=C1)F)C (3-[3-(dimethylamino)prop-2-enoyl]-5-methoxy-1-[2-fluoro-4-(1H-pyrazol-1-yl)phenyl]pyridazin-4(1H)-one). Solvent: C(C)O (ethanol), C(C)O (ethanol). Reaction conditions: time 48 hour. The product is FC1=C(C=CC(=C1)N1N=CC=C1)N1N=C(C(C(=C1)OC)=O)C1=CC=NN1CC(F)(F)F (1-[2-fluoro-4-(1H-pyrazol-1-yl)phenyl]-5-methoxy-3-[1-(2,2,2-trifluoroethyl)-1H-pyrazol-5-yl]pyridazin-4(1H)-one). As a reaction SMILES: CN(C)[CH:3]=[CH:4][C:5]([C:7]1[C:12](=[O:13])[C:11]([O:14][CH3:15])=[CH:10][N:9]([C:16]2[CH:21]=[CH:20][C:19]([N:22]3[CH:26]=[CH:25][CH:24]=[N:23]3)=[CH:18][C:17]=2[F:27])[N:8]=1)=O.[F:29][C:30]([F:35])([F:34])[CH2:31][NH:32][NH2:33].C(O)(C(F)(F)F)=O>C(O)C>[F:27][C:17]1[CH:18]=[C:19]([N:22]2[CH:26]=[CH:25][CH:24]=[N:23]2)[CH:20]=[CH:21][C:16]=1[N:9]1[CH:10]=[C:11]([O:14][CH3:15])[C:12](=[O:13])[C:7]([C:5]2[N:32]([CH2:31][C:30]([F:35])([F:34])[F:29])[N:33]=[CH:3][CH:4]=2)=[N:8]1. Procedure details: To a suspension of 3-[3-(dimethylamino)prop-2-enoyl]-5-methoxy-1-[2-fluoro-4-(1H-pyrazol-1-yl)phenyl]pyridazin-4(1H)-one (200 mg) in ethanol (2.0 mL) was added dropwise a solution of 2,2,2-trifluoroethylhydrazine (0.0483 mL) and TFA (0.2 mL) in ethanol (2.0 mL), and the mixture was stirred at room temperature for 48 hr. The reaction mixture was concentrated under reduced pressure, and the residue was purified by silica gel column chromatography (ethyl acetate/hexane) to give the title compound (... Reactants: c1ccc(CN2CCc3ncccc3C2)cc1, CC(=O)O. The product is c1cnc2c(c1)CNCC2. Reaction SMILES: [CH2:1]([c:2]1[cH:3][cH:4][cH:5][cH:6][cH:7]1)[N:8]1[CH2:9][c:10]2[cH:11][cH:12][cH:13][n:14][c:15]2[CH2:16][CH2:17]1.[CH3:18][C:19](=[O:20])[OH:21]>>[NH:8]1[CH2:9][c:10]2[cH:11][cH:12][cH:13][n:14][c:15]2[CH2:16][CH2:17]1.